From a dataset of the Open Reaction Database (ORD), a public repository of structured organic reaction records. describe an organic reaction: reactants, conditions, products, and yield Reactants: Cl (hydrogen chloride), ClC1=CC=C(C(=O)N2C[C@@H](CC2)NC=2N=CC(=NC2)/C=C/C(=O)NOC2OCCCC2)C=C1 ((2E)-3-(5-{[(3R)-1-(4-chlorobenzoyl)-3-pyrrolidinyl]amino}-2-pyrazinyl)-N-(tetrahydro-2H-pyran-2-yloxy)acrylamide). The solvent is C(C)O (ethanol), C(C)O (ethanol). Run at time 2 hour. The product is Cl.ClC1=CC=C(C(=O)N2C[C@@H](CC2)NC=2N=CC(=NC2)/C=C/C(=O)NO)C=C1 ((2E)-3-(5-{[(3R)-1-(4-chlorobenzoyl)-3-pyrrolidinyl]amino}-2-pyrazinyl)-N-hydroxyacrylamide hydrochloride). Isolated yield 106.6%. RXN SMILES: [Cl:1][C:2]1[CH:33]=[CH:32][C:5]([C:6]([N:8]2[CH2:12][CH2:11][C@@H:10]([NH:13][C:14]3[N:15]=[CH:16][C:17](/[CH:20]=[CH:21]/[C:22]([NH:24][O:25]C4CCCCO4)=[O:23])=[N:18][CH:19]=3)[CH2:9]2)=[O:7])=[CH:4][CH:3]=1.Cl>C(O)C>[ClH:1].[Cl:1][C:2]1[CH:3]=[CH:4][C:5]([C:6]([N:8]2[CH2:12][CH2:11][C@@H:10]([NH:13][C:14]3[N:15]=[CH:16][C:17](/[CH:20]=[CH:21]/[C:22]([NH:24][OH:25])=[O:23])=[N:18][CH:19]=3)[CH2:9]2)=[O:7])=[CH:32][CH:33]=1 |f:3.4|. Procedure details: To a mixture of (2E)-3-(5-{[(3R)-1-(4-chlorobenzoyl)-3-pyrrolidinyl]amino}-2-pyrazinyl)-N-(tetrahydro-2H-pyran-2-yloxy)acrylamide (288 mg) and ethanol (2.9 mL) was added 2N hydrogen chloride in ethanol (1.53 mL). After stirring at room temperature for 2 hours, resulting precipitate was collected by filtration, and washed with ethanol to give (2E)-3-(5-{[(3R)-1-(4-chlorobenzoyl)-3-pyrrolidinyl]amino}-2-pyrazinyl)-N-hydroxyacrylamide hydrochloride (138 mg). Yields the product CCCN1CCC(O)(c2cc(F)cc(F)c2)C1. Starting materials: CC#N, OC1(c2cc(F)cc(F)c2)CCNC1, CCCI, [Na+], [Na+], O=C([O-])[O-], O=C(O)C=CC(=O)O. As a reaction SMILES: [CH3:33][C:34]#[N:35].[F:1][c:2]1[cH:3][c:4]([C:9]2([OH:14])[CH2:10][NH:11][CH2:12][CH2:13]2)[cH:5][c:6]([F:8])[cH:7]1.[I:21][CH2:22][CH2:23][CH3:24].[Na+:15].[Na+:16].[O-:17][C:18](=[O:19])[O-:20].[OH:25][C:26]([CH:27]=[CH:28][C:29](=[O:30])[OH:31])=[O:32]>>[F:1][c:2]1[cH:3][c:4]([C:9]2([OH:14])[CH2:10][N:11]([CH2:22][CH2:23][CH3:24])[CH2:12][CH2:13]2)[cH:5][c:6]([F:8])[cH:7]1. The reactants are ClC12C(=C(C(C3C(C=CC(C13)=O)=O)(C2(Cl)Cl)Cl)Cl)Cl (1,2,3,4,9,9-hexachloro-1,4,4a,8a-tetrahydro-1,4-methanonaphthalene-5,8-dione), carbonyl, C(CCC)S (n-butylmercaptan), ferric chloride. Run in C1=CC=CC=C1 (benzene). Run at time 24 hour. Product: C(CCC)SC1C(C2C3(C(=C(C(C2C(C1)=O)(C3(Cl)Cl)Cl)Cl)Cl)Cl)=O (6-butylthio-1,2,3,4,9,9-hexachloro-1,4,4a,6,7,8a-hexahydro-1,4-methanonaphthalene-5,8-dione). Reaction SMILES: [Cl:1][C:2]12[C:14]([Cl:16])([Cl:15])[C:5]([Cl:17])([CH:6]3[CH:11]1[C:10](=[O:12])[CH:9]=[CH:8][C:7]3=[O:13])[C:4]([Cl:18])=[C:3]2[Cl:19].[CH2:20]([SH:24])[CH2:21][CH2:22][CH3:23]>C1C=CC=CC=1>[CH2:20]([S:24][CH:8]1[CH2:9][C:10](=[O:12])[CH:11]2[CH:6]([C:5]3([Cl:17])[C:14]([Cl:15])([Cl:16])[C:2]2([Cl:1])[C:3]([Cl:19])=[C:4]3[Cl:18])[C:7]1=[O:13])[CH2:21][CH2:22][CH3:23]. Procedure: 20 g. of 1,2,3,4,9,9-hexachloro-1,4,4a,8a-tetrahydro-1,4-methanonaphthalene-5,8-dione, prepared as in Example 1, were dissolved in 60 ml. of benzene and then 10 g. of n-butylmercaptan and a few crystals of ferric chloride were added. This reaction mixture was shaken for 24 hours (Parr shaker). When the benzene was evaporated a white solid was obtained. One recrystallization from benzene-Skelly B mixture yielded white crystals, m.p. 97°-98° C. The infrared spectrum showed strong carbonyl at 1750 ... Starting materials: C(C)(C)(C)OC(=O)N1CCC(=CC2=C1C=CC(=C2)C2=CC=C(C=C2)OCCOCC)C(=O)OC (methyl 1-(t-butoxycarbonyl)-7-[4-(2-ethoxyethoxy)phenyl]-2,3-dihydro-1H-1-benzazepine-4-carboxylate), Cl (hydrochloric acid), [OH-].[Na+] (sodium hydroxide). Solvent: C(C)(=O)OCC (ethyl acetate). Reaction conditions: temperature 80 celsius, time 45 minute. Yields the product C(C)OCCOC1=CC=C(C=C1)C=1C=CC2=C(C=C(CCN2)C(=O)OC)C1 (methyl 7-[4-(2-ethoxyethoxy)phenyl]-2,3-dihydro-1H-1-benzazepine-4-carboxylate). Yield: 81.0%. As a reaction SMILES: C(OC([N:8]1[C:14]2[CH:15]=[CH:16][C:17]([C:19]3[CH:24]=[CH:23][C:22]([O:25][CH2:26][CH2:27][O:28][CH2:29][CH3:30])=[CH:21][CH:20]=3)=[CH:18][C:13]=2[CH:12]=[C:11]([C:31]([O:33][CH3:34])=[O:32])[CH2:10][CH2:9]1)=O)(C)(C)C.Cl.[OH-].[Na+]>C(OCC)(=O)C>[CH2:29]([O:28][CH2:27][CH2:26][O:25][C:22]1[CH:21]=[CH:20][C:19]([C:17]2[CH:16]=[CH:15][C:14]3[NH:8][CH2:9][CH2:10][C:11]([C:31]([O:33][CH3:34])=[O:32])=[CH:12][C:13]=3[CH:18]=2)=[CH:24][CH:23]=1)[CH3:30] |f:2.3|. Reported procedure: In ethyl acetate (50 ml) was dissolved methyl 1-(t-butoxycarbonyl)-7-[4-(2-ethoxyethoxy)phenyl]-2,3-dihydro-1H-1-benzazepine-4-carboxylate (1.1 g). To the solution was added 6N hydrochloric acid (20 ml), and the mixture was stirred at 80° C. for 45 minutes, neutralized with 1N sodium hydroxide solution and was extracted with ethyl acetate. The organic layer was washed with water and saturated brine and dried with anhydrous magnesium sulfate, and the solvent was evaporated to give methyl 7-[4-(2-...